Task: describe an organic reaction: reactants, conditions, products, and yield. Dataset: the Open Reaction Database (ORD), a public repository of structured organic reaction records The reactants are C(OC)Cl (MOM-Cl), BrC1=C(C=C(C=C1)OC(F)(F)F)OCOC (1-Bromo-2-(methoxymethoxy)-4-(trifluoromethoxy)benzene), BrC1=C(C=C(C=C1)OC(F)(F)F)O (2-bromo-5-(trifluoromethoxy)phenol), CCN(C(C)C)C(C)C (Hunig's base). Run in C(Cl)Cl (CH2Cl2), O (water). Reaction conditions: time 8 hour. Product: [Cl-].FC(OC1=C2CCC3(CC[NH2+]CC3)OC2=CC=C1)(F)F (5-(Trifluoromethoxy)-3,4-dihydrospiro[chromene-2,4′-piperidinium]chloride). Reaction SMILES: Br[C:2]1[CH:7]=[CH:6][C:5]([O:8][C:9]([F:12])([F:11])[F:10])=[CH:4][C:3]=1[O:13][CH2:14]OC.Br[C:18]1C=CC(OC(F)(F)F)=C[C:19]=1O.[CH3:30][CH2:31][N:32](C(C)C)[CH:33](C)[CH3:34].C([Cl:42])OC>C(Cl)Cl.O>[Cl-:42].[F:12][C:9]([F:10])([F:11])[O:8][C:5]1[CH:6]=[CH:7][CH:2]=[C:3]2[C:4]=1[CH2:18][CH2:19][C:14]1([O:13]2)[CH2:34][CH2:33][NH2+:32][CH2:31][CH2:30]1 |f:6.7|. Procedure details: 1-Bromo-2-(methoxymethoxy)-4-(trifluoromethoxy)benzene To a cold solution of 2-bromo-5-(trifluoromethoxy)phenol (50 g, 195 mmol) and Hunig's base (120 mL, 687 mmol) in CH2Cl2 (100 mL) at −78° C. (frozen as a white cake) was added MOM-Cl (35 mL, 461 mmol). The white cake was warmed to room temperature and stirred overnight. The mixture was diluted with water (150 mL), the mixture was stirred for 15 min and extracted with CH2Cl2 (2×). The CH2Cl2 extracts were combined, washed with brine, dried (Na... Reactants: C=CCBr, C1CCOC1, [H-], [K+], [Na+], [OH-], O, Oc1cccc2cnsc12. The product is C=CCOc1cccc2cnsc12. Reaction SMILES: [CH2:13]([CH:14]=[CH2:15])[Br:16].[CH2:19]1[O:20][CH2:21][CH2:22][CH2:23]1.[H-:11].[K+:18].[Na+:12].[OH-:17].[OH2:24].[OH:1][c:2]1[cH:3][cH:4][cH:5][c:6]2[cH:7][n:8][s:9][c:10]12>>[O:1]([c:2]1[cH:3][cH:4][cH:5][c:6]2[cH:7][n:8][s:9][c:10]12)[CH2:15][CH:14]=[CH2:13]. Starting materials: B(Br)(Br)Br (boron tribromide), ice water, C(C)S(=O)(=O)CCC(=O)NNC(=O)N1C2=C(OC3=C(C1)C=CC(=C3)OC)C=CC(=C2)Cl (8-chloro-3-methoxydibenz[b,f][1,4]oxazepine-10(11H)-carboxylic acid, 2-[3-(ethylsulfonyl)-1-oxopropyl]hydrazide). Run in C(Cl)Cl (methylene chloride). Run at time 3 hour. Product: C(C)S(=O)(=O)CCC(=O)NNC(=O)N1C2=C(OC3=C(C1)C=CC(=C3)O)C=CC(=C2)Cl (8-chloro-3-hydroxydibenz[b,f]1,4oxazepine-10(11H)-carboxylic acid, 2-[3-(ethylsulfonyl)-1-oxopropyl]hydrazide). Isolated yield 54.9%. RXN SMILES: B(Br)(Br)Br.[CH2:5]([S:7]([CH2:10][CH2:11][C:12]([NH:14][NH:15][C:16]([N:18]1[CH2:24][C:23]2[CH:25]=[CH:26][C:27]([O:29]C)=[CH:28][C:22]=2[O:21][C:20]2[CH:31]=[CH:32][C:33]([Cl:35])=[CH:34][C:19]1=2)=[O:17])=[O:13])(=[O:9])=[O:8])[CH3:6]>C(Cl)Cl>[CH2:5]([S:7]([CH2:10][CH2:11][C:12]([NH:14][NH:15][C:16]([N:18]1[CH2:24][C:23]2[CH:25]=[CH:26][C:27]([OH:29])=[CH:28][C:22]=2[O:21][C:20]2[CH:31]=[CH:32][C:33]([Cl:35])=[CH:34][C:19]1=2)=[O:17])=[O:13])(=[O:8])=[O:9])[CH3:6]. Procedure details: To a stirred solution of boron tribromide (I.0M in 7.3 mL of methylene chloride) at approximately 5° C. (ice water bath) under nitrogen was added dropwise 1.09 g of 8-chloro-3-methoxydibenz[b,f][1,4]oxazepine-10(11H)-carboxylic acid, 2-[3-(ethylsulfonyl)-1-oxopropyl]hydrazide, prepared as described above in Example 7, in 5 mL of methylene chloride. The ice bath was removed and the reaction stirred at room temperature for 3 hours. The reaction was carefully quenched by the addition of 10 mL of 1N...